This data is from the Open Reaction Database (ORD), a public repository of structured organic reaction records. The task is: describe an organic reaction: reactants, conditions, products, and yield The reactants are [BH4-], CO, O=C(CSc1ccc(Cl)c(Cl)c1)C12CC3CC(CC(C3)C1)C2, [Na+]. Yields the product OC(CSc1ccc(Cl)c(Cl)c1)C12CC3CC(CC(C3)C1)C2. As a reaction SMILES: [BH4-:23].[CH3:25][OH:26].[Cl:1][c:2]1[cH:3][c:4]([S:9][CH2:10][C:11](=[O:12])[C:13]23[CH2:14][CH:15]4[CH2:16][CH:17]([CH2:18][CH:19]([CH2:20]2)[CH2:21]4)[CH2:22]3)[cH:5][cH:6][c:7]1[Cl:8].[Na+:24]>>[Cl:1][c:2]1[cH:3][c:4]([S:9][CH2:10][CH:11]([OH:12])[C:13]23[CH2:14][CH:15]4[CH2:16][CH:17]([CH2:18][CH:19]([CH2:20]2)[CH2:21]4)[CH2:22]3)[cH:5][cH:6][c:7]1[Cl:8]. The reactants are FC(C=1C=C(C=CC1)CCC(=O)O)(F)F (3-(3-trifluoromethylphenyl)propionic acid), [Li+].CC(C)[N-]C(C)C (LDA), C(C)I (ethyl iodide). Run in C1CCOC1 (THF). Reaction conditions: temperature -78 celsius, time 30 minute. Product: C(C)C(C(=O)O)CC1=CC(=CC=C1)C(F)(F)F (2-ethyl-3-(3-trifluoromethylphenyl)-propionic acid). As a reaction SMILES: [F:1][C:2]([F:15])([F:14])[C:3]1[CH:4]=[C:5]([CH2:9][CH2:10][C:11]([OH:13])=[O:12])[CH:6]=[CH:7][CH:8]=1.[Li+].[CH3:17][CH:18]([N-]C(C)C)C.C(I)C>C1COCC1>[CH2:17]([CH:10]([CH2:9][C:5]1[CH:6]=[CH:7][CH:8]=[C:3]([C:2]([F:14])([F:15])[F:1])[CH:4]=1)[C:11]([OH:13])=[O:12])[CH3:18] |f:1.2|. Reported procedure: 1 eq. of 3-(3-trifluoromethylphenyl)propionic acid was converted, in THF and at -78° C., into the dianion using 2 eq. of LDA (stirring for 30 min. at -78° C., then 30 min. at RT). 2 eq. of ethyl iodide were then added at -78° C. and the mixture was subsequently stirred at RT. Acidic working-up using 2N HCl and purification by chromatography yielded 2-ethyl-3-(3-trifluoromethylphenyl)-propionic acid. The reactants are CC#N, C(=NC1CCCCC1)=NC1CCCCC1, CC(C)(C)OC(=O)N1CCNCC1, O=C(O)C1COc2ccccc2O1, On1nnc2ccccc21. Yields the product CC(C)(C)OC(=O)N1CCN(C(=O)C2COc3ccccc3O2)CC1. Reaction SMILES: [CH3:52][C:53]#[N:54].[CH:14]1([N:15]=[C:16]=[N:17][CH:18]2[CH2:19][CH2:20][CH2:21][CH2:22][CH2:23]2)[CH2:24][CH2:25][CH2:26][CH2:27][CH2:28]1.[N:39]1([C:45](=[O:46])[O:47][C:48]([CH3:49])([CH3:50])[CH3:51])[CH2:40][CH2:41][NH:42][CH2:43][CH2:44]1.[O:1]1[CH:2]([C:11](=[O:12])[OH:13])[CH2:3][O:4][c:5]2[c:6]1[cH:7][cH:8][cH:9][cH:10]2.[OH:29][n:30]1[c:31]2[cH:32][cH:33][cH:34][cH:35][c:36]2[n:37][n:38]1>>[O:1]1[CH:2]([C:11](=[O:13])[N:42]2[CH2:41][CH2:40][N:39]([C:45](=[O:46])[O:47][C:48]([CH3:49])([CH3:50])[CH3:51])[CH2:44][CH2:43]2)[CH2:3][O:4][c:5]2[c:6]1[cH:7][cH:8][cH:9][cH:10]2. Reactants: CC(C)(C)c1ccc(C2CC2C(=O)NN=Cc2cccc3cnccc23)cc1, CI, [H-], [Na+], CN(C)C=O. Product: CN(N=Cc1cccc2cnccc12)C(=O)C1CC1c1ccc(C(C)(C)C)cc1. Reaction SMILES: [C:3]([CH3:4])([CH3:5])([CH3:6])[c:7]1[cH:8][cH:9][c:10]([CH:13]2[CH:14]([C:16](=[O:17])[NH:18][N:19]=[CH:20][c:21]3[c:22]4[cH:23][cH:24][n:25][cH:26][c:27]4[cH:28][cH:29][cH:30]3)[CH2:15]2)[cH:11][cH:12]1.[CH3:31][I:32].[H-:2].[Na+:1].[O:33]=[CH:34][N:35]([CH3:36])[CH3:37]>>[C:3]([CH3:4])([CH3:5])([CH3:6])[c:7]1[cH:8][cH:9][c:10]([CH:13]2[CH:14]([C:16](=[O:17])[N:18]([N:19]=[CH:20][c:21]3[c:22]4[cH:23][cH:24][n:25][cH:26][c:27]4[cH:28][cH:29][cH:30]3)[CH3:31])[CH2:15]2)[cH:11][cH:12]1. Starting materials: ClC1=CC=C(C=C1)S(=O)(=O)NCC1CC2=CC=C(C=C2C1)CC(=O)OCC (ethyl [2-[(4-chlorophenyl)sulfonylaminomethyl]indan-5-yl]-acetate), Cl (hydrochloric acid). Run in [OH-].[Na+] (sodium hydroxide). Conditions: temperature 80 celsius. Product: ClC1=CC=C(C=C1)S(=O)(=O)NCC1CC2=CC=C(C=C2C1)CC(=O)O ([2-[(4-Chlorophenyl)sulfonylaminomethyl]indan-5-yl]acetic Acid). Isolated yield 91.1%. As a reaction SMILES: [Cl:1][C:2]1[CH:7]=[CH:6][C:5]([S:8]([NH:11][CH2:12][CH:13]2[CH2:21][C:20]3[C:15](=[CH:16][CH:17]=[C:18]([CH2:22][C:23]([O:25]CC)=[O:24])[CH:19]=3)[CH2:14]2)(=[O:10])=[O:9])=[CH:4][CH:3]=1.Cl>[OH-].[Na+]>[Cl:1][C:2]1[CH:3]=[CH:4][C:5]([S:8]([NH:11][CH2:12][CH:13]2[CH2:21][C:20]3[C:15](=[CH:16][CH:17]=[C:18]([CH2:22][C:23]([OH:25])=[O:24])[CH:19]=3)[CH2:14]2)(=[O:10])=[O:9])=[CH:6][CH:7]=1 |f:2.3|. Reported procedure: Suspended in 50 ml of 1N sodium hydroxide were 16.5 g of ethyl [2-[(4-chlorophenyl)sulfonylaminomethyl]indan-5-yl]-acetate, and the suspension was heated at 80° C. for 1 hour. After cooling, hydrochloric acid was added to the suspension to acidify it. A crystal deposited was collected by filtration. The crystal was recrystallized from 80% ethanol to obtain 14.0 g of the title compound as a colorless needle crystal. Yield: 91%.